From a dataset of the Open Reaction Database (ORD), a public repository of structured organic reaction records. describe an organic reaction: reactants, conditions, products, and yield The reactants are N[C@H](CN1N=C(C=C1)C1=CC(=C(C#N)C=C1)Cl)C ((S)-4-(1-(2-aminopropyl)-1H-pyrazol-3-yl)-2-chlorobenzonitrile), C(C)(=O)C1=NNC(=C1)C(=O)O (3-Acetyl-1H-pyrazole-5-carboxylic acid), CCN(C(C)C)C(C)C (DIPEA), C=1C=CC2=C(C1)N=NN2O (HOBt), CCN=C=NCCCN(C)C (EDCI). Run in C(Cl)Cl (DCM), C(Cl)Cl (DCM), C(Cl)Cl (DCM). Reaction conditions: time 8 hour. The product is C(C)(=O)C1=NNC(=C1)C(=O)N[C@H](CN1N=C(C=C1)C1=CC(=C(C=C1)C#N)Cl)C ((S)-3-acetyl-N-(1-(3-(3-chloro-4-cyanophenyl)-1H-pyrazol-1-yl)propan-2-yl)-1H-pyrazole-5-carboxamide). The yield is 32.6%. As a reaction SMILES: [C:1]([C:4]1[CH:8]=[C:7]([C:9]([OH:11])=O)[NH:6][N:5]=1)(=[O:3])[CH3:2].CCN(C(C)C)C(C)C.C1C=CC2N(O)N=NC=2C=1.CCN=C=NCCCN(C)C.[NH2:42][C@@H:43]([CH3:59])[CH2:44][N:45]1[CH:49]=[CH:48][C:47]([C:50]2[CH:57]=[CH:56][C:53]([C:54]#[N:55])=[C:52]([Cl:58])[CH:51]=2)=[N:46]1>C(Cl)Cl>[C:1]([C:4]1[CH:8]=[C:7]([C:9]([NH:42][C@@H:43]([CH3:59])[CH2:44][N:45]2[CH:49]=[CH:48][C:47]([C:50]3[CH:57]=[CH:56][C:53]([C:54]#[N:55])=[C:52]([Cl:58])[CH:51]=3)=[N:46]2)=[O:11])[NH:6][N:5]=1)(=[O:3])[CH3:2]. Procedure details: 3-Acetyl-1H-pyrazole-5-carboxylic acid (0.59 g; 3.84 mmol) and DIPEA (1.0 ml; 5.75 mmol) were dissolved in 4 ml of dry DCM. Anhydrous HOBt (0.78 g; 5.75 mmol) and EDCI (1.10 g; 5.75 mmol) were added at RT. (S)-4-(1-(2-aminopropyl)-1H-pyrazol-3-yl)-2-chlorobenzonitrile (1.00 g; 3.84 mmol) was dissolved in 4 ml of DCM and the reaction was stirred for overnight at RT. 40 ml of DCM was added and organic layer washed with 3×15 ml of water. Combined water phases were washed with 2×20 ml of DCM. Both o... Starting materials: C1(=CC=CC=C1)CCCN (3-phenylpropan-1-amine), C1N(CC2=CC=CC=C12)C(=O)NCCCCCC(=O)O (6-[(1,3-dihydro-2H-isoindol-2-ylcarbonyl)amino]hexanoic acid), C1N(CC2=CC=CC=C12)C(=O)NC1=CC=C(C(=O)O)C=C1 (4-(isoindoline-2-carboxamido)benzoic acid). Yields the product CNC(CCCCCNC(=O)N1CC2=CC=CC=C2C1)=O (N-[6-(methylamino)-6-oxohexyl]-1,3-dihydro-2H-isoindole-2-carboxamide). As a reaction SMILES: C1(CC[CH2:9][NH2:10])C=CC=CC=1.[CH2:11]1[C:19]2[C:14](=[CH:15][CH:16]=[CH:17][CH:18]=2)[CH2:13][N:12]1[C:20]([NH:22][CH2:23][CH2:24][CH2:25][CH2:26][CH2:27][C:28]([OH:30])=O)=[O:21].C1C2C(=CC=CC=2)CN1C(NC1C=CC(C(O)=O)=CC=1)=O>>[CH3:9][NH:10][C:28](=[O:30])[CH2:27][CH2:26][CH2:25][CH2:24][CH2:23][NH:22][C:20]([N:12]1[CH2:11][C:19]2[C:14](=[CH:15][CH:16]=[CH:17][CH:18]=2)[CH2:13]1)=[O:21]. Procedure: The title compound was prepared as described in Example 1C, substituting methylamine for 3-phenylpropan-1-amine and 6-[(1,3-dihydro-2H-isoindol-2-ylcarbonyl)amino]hexanoic acid for 4-(isoindoline-2-carboxamido)benzoic acid. 1H NMR (300 MHz, DMSO-d6) δ ppm 7.60-7.72 (m, 1H), 7.25-7.33 (m, 4H), 6.24-6.29 (m, 1H), 4.57 (s, 4H), 2.94-3.09 (m, 2H), 2.54 (d, J=4.6 Hz, 3H), 2.30 (t, J=7.3 Hz, 1H), 2.04 (t, J=7.4 Hz, 1H), 1.37-1.58 (m, 4H), 1.18-1.35 (m, 2H); MS (ESI(+)) m/e 290 (M+H)+. Reactants: CCOC(C)=N, O=C([O-])[O-], Cl, [K+], [K+], CC(O)C1C(=O)N2C(C(=O)O)=C(C(N)CN)CC12, C1CCOC1, O. Product: CC1=NC(C2=C(C(=O)O)N3C(=O)C(C(C)O)C3C2)CN1. As a reaction SMILES: [C:20]([CH3:21])(=[NH:22])[O:23][CH2:24][CH3:25].[C:26](=[O:27])([O-:28])[O-:29].[ClH:19].[K+:30].[K+:31].[NH2:1][CH:2]([CH2:3][NH2:4])[C:5]1=[C:6]([C:16](=[O:17])[OH:18])[N:7]2[C:8](=[O:15])[CH:9]([CH:12]([CH3:13])[OH:14])[CH:10]2[CH2:11]1.[O:33]1[CH2:34][CH2:35][CH2:36][CH2:37]1.[OH2:32]>>[N:1]1=[C:20]([CH3:21])[NH:4][CH2:3][CH:2]1[C:5]1=[C:6]([C:16](=[O:17])[OH:18])[N:7]2[C:8](=[O:15])[CH:9]([CH:12]([CH3:13])[OH:14])[CH:10]2[CH2:11]1. Starting materials: CCO, [K+], [OH-], O, CCOC(=O)C=C(c1ccccc1)c1ccc([N+](=O)[O-])cc1. The product is O=C(O)C=C(c1ccccc1)c1ccc([N+](=O)[O-])cc1. Reaction SMILES: [CH3:23][CH2:24][OH:25].[K+:27].[OH-:26].[OH2:28].[c:1]1([C:7](=[CH:8][C:9](=[O:10])[O:11][CH2:12][CH3:13])[c:14]2[cH:15][cH:16][c:17]([N+:20](=[O:21])[O-:22])[cH:18][cH:19]2)[cH:2][cH:3][cH:4][cH:5][cH:6]1>>[c:1]1([C:7](=[CH:8][C:9](=[O:10])[OH:11])[c:14]2[cH:15][cH:16][c:17]([N+:20](=[O:21])[O-:22])[cH:18][cH:19]2)[cH:2][cH:3][cH:4][cH:5][cH:6]1. The reactants are O=C(O)CSc1nnc(Br)n1-c1ccc(C2CC2)c2ccccc12, CCN=C=NCCCN(C)C, COC(=O)C(N)Cc1ccccc1, ClCCl, Cl, Cl, On1nnc2cccnc21, Cc1cccc(C)n1. The product is COC(=O)C(Cc1ccccc1)NC(=O)CSc1nnc(Br)n1-c1ccc(C2CC2)c2ccccc12. RXN SMILES: [Br:45][c:46]1[n:47](-[c:56]2[cH:57][cH:58][c:59]([CH:66]3[CH2:67][CH2:68]3)[c:60]3[cH:61][cH:62][cH:63][cH:64][c:65]23)[c:48]([S:51][CH2:52][C:53](=[O:54])[OH:55])[n:49][n:50]1.[CH2:16]([N:17]=[C:18]=[N:19][CH2:20][CH2:21][CH2:22][N:23]([CH3:24])[CH3:25])[CH3:26].[CH3:2][O:3][C:4]([CH:5]([NH2:6])[CH2:7][c:8]1[cH:9][cH:10][cH:11][cH:12][cH:13]1)=[O:14].[Cl:69][CH2:70][Cl:71].[ClH:15].[ClH:1].[OH:27][n:28]1[c:29]2[n:30][cH:31][cH:32][cH:33][c:34]2[n:35][n:36]1.[n:37]1[c:38]([CH3:39])[cH:40][cH:41][cH:42][c:43]1[CH3:44]>>[CH3:2][O:3][C:4]([CH:5]([NH:6][C:53]([CH2:52][S:51][c:48]1[n:47](-[c:56]2[cH:57][cH:58][c:59]([CH:66]3[CH2:67][CH2:68]3)[c:60]3[cH:61][cH:62][cH:63][cH:64][c:65]23)[c:46]([Br:45])[n:50][n:49]1)=[O:54])[CH2:7][c:8]1[cH:9][cH:10][cH:11][cH:12][cH:13]1)=[O:14].